From a dataset of the Open Reaction Database (ORD), a public repository of structured organic reaction records. describe an organic reaction: reactants, conditions, products, and yield The reactants are N1CCOCC1 (morpholine), CN(C1=NN2C(C=CC(=C2)NC(=O)C2=C(C=NN2C)C(=O)O)=N1)C (5-(2-dimethylamino-[1,2,4]triazolo[1,5-a]pyridin-6-ylcarbamoyl)-1-methyl-1H-pyrazole-4-carboxylic acid), solid. Yields the product CN(C1=NN2C(C=CC(=C2)NC(=O)C=2N(N=CC2C(=O)N2CCOCC2)C)=N1)C (2-Methyl-4-(morpholine-4-carbonyl)-2H-pyrazole-3-carboxylic acid (2-dimethylamino-[1,2,4]triazolo[1,5-a]pyridin-6-yl)-amide). RXN SMILES: [NH:1]1[CH2:6][CH2:5][O:4][CH2:3][CH2:2]1.[CH3:7][N:8]([CH3:30])[C:9]1[N:29]=[C:12]2[CH:13]=[CH:14][C:15]([NH:17][C:18]([C:20]3[N:24]([CH3:25])[N:23]=[CH:22][C:21]=3[C:26](O)=[O:27])=[O:19])=[CH:16][N:11]2[N:10]=1>>[CH3:7][N:8]([CH3:30])[C:9]1[N:29]=[C:12]2[CH:13]=[CH:14][C:15]([NH:17][C:18]([C:20]3[N:24]([CH3:25])[N:23]=[CH:22][C:21]=3[C:26]([N:1]3[CH2:6][CH2:5][O:4][CH2:3][CH2:2]3)=[O:27])=[O:19])=[CH:16][N:11]2[N:10]=1. Procedure details: Using morpholine and 5-(2-dimethylamino-[1,2,4]triazolo[1,5-a]pyridin-6-ylcarbamoyl)-1-methyl-1H-pyrazole-4-carboxylic acid, the title compound was prepared in the same manner as described for example 2. Off-white solid (117 mg, 58%). MS: m/z=399 (M+H+). Ames test negative. The reactants are OC1=CN=NC2=CC(=CC=C12)OC (4-hydroxy-7-methoxycinnoline), S(=O)(Cl)Cl (thionyl chloride), CN(C)C=O (DMF). The product is Cl.ClC1=CN=NC2=CC(=CC=C12)OC (4-chloro-7-methoxycinnoline hydrochloride). Isolated yield 97.0%. RXN SMILES: O[C:2]1[C:11]2[C:6](=[CH:7][C:8]([O:12][CH3:13])=[CH:9][CH:10]=2)[N:5]=[N:4][CH:3]=1.CN(C=O)C.S(Cl)([Cl:21])=O>>[ClH:21].[Cl:21][C:2]1[C:11]2[C:6](=[CH:7][C:8]([O:12][CH3:13])=[CH:9][CH:10]=2)[N:5]=[N:4][CH:3]=1 |f:3.4|. Reported procedure: The starting material 4-chloro-7-methoxycinnoline hydrochloride was obtained by heating a solution of 4-hydroxy-7-methoxycinnoline (352 mg, 2 mmol), (prepared as described in J. Chem. Soc. 1955, 2100), in thionyl chloride (3.5 ml) containing DMF (20 μl) at reflux, for 1 hour. After removing excess thionyl chloride by evaporation and azeotroping with toluene. The residue was triturated with ether, filtered off and washed with ether to give 4-chloro-7-methoxycinnoline hydrochloride as a yellow sol...